Dataset: the Open Reaction Database (ORD), a public repository of structured organic reaction records. Task: describe an organic reaction: reactants, conditions, products, and yield Reactants: FC=1C=CC=C2C=C(C(=NC12)C1=CC=CC=C1)CNC(C)=O (N-((8-fluoro-2-phenylquinolin-3-yl)methyl)acetamide), Cl (hydrochloric acid). Yields the product FC=1C=CC=C2C=C(C(=NC12)C1=CC=CC=C1)CN ((8-fluoro-2-phenylquinolin-3-yl)methanamine). Reaction SMILES: [F:1][C:2]1[CH:3]=[CH:4][CH:5]=[C:6]2[C:11]=1[N:10]=[C:9]([C:12]1[CH:17]=[CH:16][CH:15]=[CH:14][CH:13]=1)[C:8]([CH2:18][NH:19]C(=O)C)=[CH:7]2.Cl>>[F:1][C:2]1[CH:3]=[CH:4][CH:5]=[C:6]2[C:11]=1[N:10]=[C:9]([C:12]1[CH:17]=[CH:16][CH:15]=[CH:14][CH:13]=1)[C:8]([CH2:18][NH2:19])=[CH:7]2. Reported procedure: To N-((8-fluoro-2-phenylquinolin-3-yl)methyl)acetamide (28 mg, 95 μmol) was added hydrochloric acid (2 M solution in water, 2 mL, 4000 μmol). The reaction was heated to 80 C for 24 h. The reaction was cooled to rt and quenched with 15% NaOH. The product was extracted into ether (2×10 mL) and the combined organics were washed with brine, dried over MgSO4, filtered, and concentrated to afford (8-fluoro-2-phenylquinolin-3-yl)methanamine. 1H NMR (400 MHz, CDCl3) δ ppm 8.34 (s, 1H), 7.65 (d, J=8.2 Hz...